Dataset: the Open Reaction Database (ORD), a public repository of structured organic reaction records. Task: describe an organic reaction: reactants, conditions, products, and yield Starting materials: CC(Cl)c1cccnc1, CS(=O)(=O)CCO. The reagents and catalysts are O=C([O-])[O-].[Cs+].[Cs+] (cesium carbonate), [I-].[K+] (potassium iodide). Run in CN(C)C=O (DMF), CN(C)C=O (dmf), CN(C)C=O (DMF). Conditions: temperature 70 celsius, time 16 hour. Yields the product CC(OCCS(C)(=O)=O)c1cccnc1. Starting materials: BrC=1C=C2C(=NC1)N(N=C2C2=C(C=CC=C2)OC)COCC[Si](C)(C)C (5-bromo-3-(2-methoxy-phenyl)-1-(2-trimethylsilanyl-ethoxymethyl)-1H-pyrazolo[3,4-b]pyridine), [F-].C(CCC)[N+](CCCC)(CCCC)CCCC (tetrabutylammonium fluoride), C(C)(=O)O (acetic acid). The solvent is C1CCOC1 (THF), CO (MeOH). Reaction conditions: temperature 70 celsius. The product is BrC=1C=C2C(=NC1)NN=C2C2=C(C=CC=C2)OC (5-bromo-3-(2-methoxy-phenyl)-1H-pyrazolo[3,4-b]pyridine). Isolated yield 97.0%. RXN SMILES: [Br:1][C:2]1[CH:3]=[C:4]2[C:10]([C:11]3[CH:16]=[CH:15][CH:14]=[CH:13][C:12]=3[O:17][CH3:18])=[N:9][N:8](COCC[Si](C)(C)C)[C:5]2=[N:6][CH:7]=1.[F-].C([N+](CCCC)(CCCC)CCCC)CCC.C(O)(=O)C>C1COCC1.CO>[Br:1][C:2]1[CH:3]=[C:4]2[C:10]([C:11]3[CH:16]=[CH:15][CH:14]=[CH:13][C:12]=3[O:17][CH3:18])=[N:9][NH:8][C:5]2=[N:6][CH:7]=1 |f:1.2|. Procedure details: To a solution of 5-bromo-3-(2-methoxy-phenyl)-1-(2-trimethylsilanyl-ethoxymethyl)-1H-pyrazolo[3,4-b]pyridine (260 mg, 0.60 mmol) in THF (3 mL) was added tetrabutylammonium fluoride (6 mL of 1 M in THF solution, 6.00 mmol) and molecular sieves. The solution was heated under reflux (70° C.) for 4 hours without stirring. The solution was cooled to ambient temperature and acidified to pH=5 by adding dropwise a dilute solution of acetic acid in MeOH. The solution was filtered and the filtrate was con... Reactants: F[B-](F)(F)F, CN(C)C=O, CCN(C(C)C)C(C)C, O=C(O)CC1Cc2cc(Cl)c3[nH]nc(Cl)c3c2CN(CC(F)(F)F)C1=O, Cl, Cl, O=c1[nH]c2ncccc2n1C1CCNCC1, CN(C)C(On1nnc2ccccc21)=[N+](C)C. The product is O=C(CC1Cc2cc(Cl)c3[nH]nc(Cl)c3c2CN(CC(F)(F)F)C1=O)N1CCC(n2c(=O)[nH]c3ncccc32)CC1. RXN SMILES: [B-:36]([F:37])([F:38])([F:39])[F:40].[CH3:76][N:77]([CH3:78])[CH:79]=[O:80].[CH:27]([N:28]([CH2:29][CH3:30])[CH:31]([CH3:32])[CH3:33])([CH3:34])[CH3:35].[Cl:1][c:2]1[n:3][nH:4][c:5]2[c:6]([Cl:26])[cH:7][c:8]3[c:9]([c:10]12)[CH2:11][N:12]([CH2:21][C:22]([F:23])([F:24])[F:25])[C:13](=[O:20])[CH:14]([CH2:16][C:17](=[O:18])[OH:19])[CH2:15]3.[ClH:58].[ClH:59].[NH:60]1[CH2:61][CH2:62][CH:63]([n:66]2[c:67](=[O:75])[nH:68][c:69]3[n:70][cH:71][cH:72][cH:73][c:74]23)[CH2:64][CH2:65]1.[n:41]1([O:42][C:43]([N:44]([CH3:45])[CH3:46])=[N+:47]([CH3:48])[CH3:49])[c:50]2[cH:51][cH:52][cH:53][cH:54][c:55]2[n:56][n:57]1>>[Cl:1][c:2]1[n:3][nH:4][c:5]2[c:6]([Cl:26])[cH:7][c:8]3[c:9]([c:10]12)[CH2:11][N:12]([CH2:21][C:22]([F:23])([F:24])[F:25])[C:13](=[O:20])[CH:14]([CH2:16][C:17](=[O:18])[N:60]1[CH2:61][CH2:62][CH:63]([n:66]2[c:67](=[O:75])[nH:68][c:69]4[n:70][cH:71][cH:72][cH:73][c:74]24)[CH2:64][CH2:65]1)[CH2:15]3.